Dataset: the Open Reaction Database (ORD), a public repository of structured organic reaction records. Task: describe an organic reaction: reactants, conditions, products, and yield Starting materials: CC(Br)C(=O)OC(C)(C)C, N#Cc1ccc(NCC2CC2)cc1C(F)(F)F. Product: CC(C(=O)OC(C)(C)C)N(CC1CC1)c1ccc(C#N)c(C(F)(F)F)c1. RXN SMILES: [Br:18][CH:19]([C:20](=[O:21])[O:22][C:23]([CH3:24])([CH3:25])[CH3:26])[CH3:27].[CH:1]1([CH2:4][NH:5][c:6]2[cH:7][c:8]([C:14]([F:15])([F:16])[F:17])[c:9]([C:10]#[N:11])[cH:12][cH:13]2)[CH2:2][CH2:3]1>>[CH:1]1([CH2:4][N:5]([c:6]2[cH:7][c:8]([C:14]([F:15])([F:16])[F:17])[c:9]([C:10]#[N:11])[cH:12][cH:13]2)[CH:19]([C:20](=[O:21])[O:22][C:23]([CH3:24])([CH3:25])[CH3:26])[CH3:27])[CH2:2][CH2:3]1. Starting materials: S1C(=CC=C1)C(=O)O (2-thiophenecarboxylic acid), FC(C(CNC1=C2C=NN(C2=CC(=C1)C)C1=CC=CC=C1)(O)CNCCC)(F)F (1,1,1-trifluoro-3-[(6-methyl-1-phenyl-1H-indazol-4-yl)amino]-2-[(propylamino)methyl]-2-propanol). Product: C(CC)N(C(=O)C=1SC=CC1)CC(C(F)(F)F)(CNC1=C2C=NN(C2=CC(=C1)C)C1=CC=CC=C1)O (N-Propyl-N-(3,3,3-trifluoro-2-hydroxy-2-{[(6-methyl-1-phenyl-1H-indazol-4-yl)amino]methyl}propyl)-2-thiophenecarboxamide). Reaction SMILES: [S:1]1[CH:5]=[CH:4][CH:3]=[C:2]1[C:6]([OH:8])=O.[F:9][C:10]([F:37])([F:36])[C:11]([CH2:31][NH:32][CH2:33][CH2:34][CH3:35])([OH:30])[CH2:12][NH:13][C:14]1[CH:22]=[C:21]([CH3:23])[CH:20]=[C:19]2[C:15]=1[CH:16]=[N:17][N:18]2[C:24]1[CH:29]=[CH:28][CH:27]=[CH:26][CH:25]=1>>[CH2:33]([N:32]([CH2:31][C:11]([OH:30])([CH2:12][NH:13][C:14]1[CH:22]=[C:21]([CH3:23])[CH:20]=[C:19]2[C:15]=1[CH:16]=[N:17][N:18]2[C:24]1[CH:29]=[CH:28][CH:27]=[CH:26][CH:25]=1)[C:10]([F:37])([F:36])[F:9])[C:6]([C:2]1[S:1][CH:5]=[CH:4][CH:3]=1)=[O:8])[CH2:34][CH3:35]. Reported procedure: Prepared similarly to Example 11 from 2-thiophenecarboxylic acid and 1,1,1-trifluoro-3-[(6-methyl-1-phenyl-1H-indazol-4-yl)amino]-2-[(propylamino)methyl]-2-propanol. Starting materials: [Br-].C1(=CC=CC=C1)[P+]1(CC2=C(C3=C(C1)C=CC1=CC=CC=C13)C=1C=CC=CC1C=C2)C2=CC=CC=C2 (4,4-diphenyl-4,5-dihydro-3H-dinaphtho-[2,1-c:1',2'-e]phosphepinium bromide), [H-].[Al+3].[Li+].[H-].[H-].[H-] (lithium aluminum hydride). Solvent: C1(=CC=CC=C1)C (toluene). Run at time 5 hour. Yields the product C1(=CC=CC=C1)P(C1=CC=CC=C1)CC1=C(C2=CC=CC=C2C=C1)C1=C(C=CC2=CC=CC=C12)C (2-diphenylphosphinomethyl-2'-methyl-1,1'-binaphthyl). RXN SMILES: [Br-].[C:2]1([P+:8]2([C:31]3[CH:36]=[CH:35][CH:34]=[CH:33][CH:32]=3)[CH2:14][C:13]3[CH:15]=[CH:16][C:17]4[C:22]([C:12]=3[C:11]3[C:23]5[CH:24]=[CH:25][CH:26]=[CH:27][C:28]=5[CH:29]=[CH:30][C:10]=3[CH2:9]2)=[CH:21][CH:20]=[CH:19][CH:18]=4)[CH:7]=[CH:6][CH:5]=[CH:4][CH:3]=1.[H-].[Al+3].[Li+].[H-].[H-].[H-]>C1(C)C=CC=CC=1>[C:2]1([P:8]([CH2:9][C:10]2[CH:30]=[CH:29][C:28]3[C:23](=[CH:24][CH:25]=[CH:26][CH:27]=3)[C:11]=2[C:12]2[C:22]3[C:17](=[CH:18][CH:19]=[CH:20][CH:21]=3)[CH:16]=[CH:15][C:13]=2[CH3:14])[C:31]2[CH:36]=[CH:35][CH:34]=[CH:33][CH:32]=2)[CH:3]=[CH:4][CH:5]=[CH:6][CH:7]=1 |f:0.1,2.3.4.5.6.7|. Procedure details: 4 g (7.3 mmol) of 4,4-diphenyl-4,5-dihydro-3H-dinaphtho-[2,1-c:1',2'-e]phosphepinium bromide are suspended under a protective gas in 70 ml of absolute toluene. 500 mg (14.3 mmol) of lithium aluminum hydride are added to this suspension and the reaction solution is heated to boiling for 5 hours. Unreacted lithium aluminum hydride is subsequently filtered off. The organic phase is extracted with 20 ml of 1N sodium hydroxide solution and subsequently with 20 ml portions of water until the aqueous p...